From a dataset of the Open Reaction Database (ORD), a public repository of structured organic reaction records. describe an organic reaction: reactants, conditions, products, and yield Reactants: ClCCl (dichloromethane), COC(\C=C\[C@@H]1N([C@@H](COC1)C1=CC(=C(C(=C1)F)F)F)C(CC=C)=O)=O ((E)-3-[(3S,5R)-4-(3-butenoyl)-5-(3,4,5-trifluorophenyl)morpholin-3-yl]acrylic acid methyl ester). The reagents and catalysts are Cl[Ru]([P](C1CCCCC1)(C2CCCCC2)C3CCCCC3)(=CC4=CC=CC=C4)(Cl)=C5N(C6=C(C)C=C(C)C=C6C)CCN5C7=C(C)C=C(C)C=C7C (Grubbs catalyst second generation). Solvent: C(C)N(CC)CC (triethylamine). Run at time 10 minute. Product: FC=1C=C(C=C(C1F)F)[C@H]1N2[C@H](COC1)C=CCC2=O ((4R,9aS)-4-(3,4,5-trifluorophenyl)-3,4,7,9a-tetrahydro-1H-pyrido[2,1-c][1,4]oxazin-6-one). The yield is 26.3%. As a reaction SMILES: ClCCl.COC(=O)/[CH:7]=[CH:8]/[C@H:9]1[CH2:14][O:13][CH2:12][C@@H:11]([C:15]2[CH:20]=[C:19]([F:21])[C:18]([F:22])=[C:17]([F:23])[CH:16]=2)[N:10]1[C:24](=[O:28])[CH2:25]C=C>Cl[Ru](=C1N(C2C(C)=CC(C)=CC=2C)CCN1C1C(C)=CC(C)=CC=1C)(Cl)(=CC1C=CC=CC=1)[P](C1CCCCC1)(C1CCCCC1)C1CCCCC1.C(N(CC)CC)C>[F:21][C:19]1[CH:20]=[C:15]([C@@H:11]2[CH2:12][O:13][CH2:14][C@@H:9]3[CH:8]=[CH:7][CH2:25][C:24](=[O:28])[N:10]23)[CH:16]=[C:17]([F:23])[C:18]=1[F:22] |^1:62|. Procedure details: Grubbs catalyst second generation (285 mg) was added to a dichloromethane solution (100 mL) of (E)-3-[(3S,5R)-4-(3-butenoyl)-5-(3,4,5-trifluorophenyl)morpholin-3-yl]acrylic acid methyl ester (1.24 g). The resulting reaction solution was heated under reflux for 1.5 hr in nitrogen atmosphere. The reaction solution was cooled to room temperature, and triethylamine (3 mL) was added thereto. The resulting reaction solution was stirred for 10 min and concentrated under reduced pressure. The residue wa... Reactants: COC(=O)CBr, C1CCOC1, [H-], [Na+], OCc1cccs1. The product is COC(=O)COCc1cccs1. RXN SMILES: [Br:10][CH2:11][C:12](=[O:13])[O:14][CH3:15].[CH2:16]1[O:17][CH2:18][CH2:19][CH2:20]1.[H-:9].[Na+:8].[s:1]1[c:2]([CH2:6][OH:7])[cH:3][cH:4][cH:5]1>>[s:1]1[c:2]([CH2:6][O:7][CH2:11][C:12](=[O:13])[O:14][CH3:15])[cH:3][cH:4][cH:5]1. The reactants are N1=CNC(C(=C1)C#CC1=CC=C(C(=O)OC(C)(C)C)C=C1)=O (Tert-butyl 4-[2-(pyrimidin-4(3 H)-one-5-yl)ethynyl]benzoate). The reagents and catalysts are [Pd] (palladium-on-carbon). Solvent: CCOC(=O)C (EtOAc). Conditions: time 8 hour. The product is N1=CNC(C(=C1)CCC1=CC=C(C(=O)OC(C)(C)C)C=C1)=O (tert-butyl 4-[2-(pyrimidin-4(3 H)-on-5-yl)ethyl]benzoate). Reaction SMILES: [N:1]1[CH:6]=[C:5]([C:7]#[C:8][C:9]2[CH:21]=[CH:20][C:12]([C:13]([O:15][C:16]([CH3:19])([CH3:18])[CH3:17])=[O:14])=[CH:11][CH:10]=2)[C:4](=[O:22])[NH:3][CH:2]=1>CCOC(C)=O.[Pd]>[N:1]1[CH:6]=[C:5]([CH2:7][CH2:8][C:9]2[CH:21]=[CH:20][C:12]([C:13]([O:15][C:16]([CH3:19])([CH3:17])[CH3:18])=[O:14])=[CH:11][CH:10]=2)[C:4](=[O:22])[NH:3][CH:2]=1. Procedure details: Tert-butyl 4-[2-(pyrimidin-4(3 H)-one-5-yl)ethynyl]benzoate (0.59 g, 2.0 mmol) was dissolved in EtOAc (20 ml) and treated with palladium-on-carbon (0.30 g, 10%]. The reaction was placed under a hydrogen atmosphere and stirred overnight at ambient temperature. The reaction was filtered and evaporated to give tert-butyl 4-[2-(pyrimidin-4(3 H)-on-5-yl)ethyl]benzoate which was used without further purification (0.6 g, quantitative).